From a dataset of the Open Reaction Database (ORD), a public repository of structured organic reaction records. describe an organic reaction: reactants, conditions, products, and yield Reactants: C1CCOC1, CCN(C(C)C)C(C)C, CC1(C)Cc2c(c(C(=O)O)cc3nc(Nc4c(F)cccc4Cl)[nH]c23)O1, NC1(c2ccccc2C(F)(F)F)CC1, O=S(Cl)Cl. Product: CC1(C)Cc2c(c(C(=O)NC3(c4ccccc4C(F)(F)F)CC3)cc3nc(Nc4c(F)cccc4Cl)[nH]c23)O1. Reaction SMILES: [CH2:54]1[O:55][CH2:56][CH2:57][CH2:58]1.[CH:45]([N:46]([CH2:47][CH3:48])[CH:49]([CH3:50])[CH3:51])([CH3:52])[CH3:53].[Cl:1][c:2]1[c:3]([NH:9][c:10]2[nH:11][c:12]3[c:13]([n:14]2)[cH:15][c:16]([C:24](=[O:25])[OH:26])[c:17]2[c:18]3[CH2:19][C:20]([CH3:22])([CH3:23])[O:21]2)[c:4]([F:8])[cH:5][cH:6][cH:7]1.[F:31][C:32]([c:33]1[c:34]([C:39]2([NH2:42])[CH2:40][CH2:41]2)[cH:35][cH:36][cH:37][cH:38]1)([F:43])[F:44].[S:27]([Cl:28])([Cl:29])=[O:30]>>[Cl:1][c:2]1[c:3]([NH:9][c:10]2[nH:11][c:12]3[c:13]([n:14]2)[cH:15][c:16]([C:24](=[O:25])[NH:42][C:39]2([c:34]4[c:33]([C:32]([F:31])([F:43])[F:44])[cH:38][cH:37][cH:36][cH:35]4)[CH2:40][CH2:41]2)[c:17]2[c:18]3[CH2:19][C:20]([CH3:22])([CH3:23])[O:21]2)[c:4]([F:8])[cH:5][cH:6][cH:7]1. The reactants are O=C([O-])O, ClCCl, [K+], O=[N+]([O-])c1ccccc1S(=O)(=O)Cl, NCCOc1ccccc1. The product is O=[N+]([O-])c1ccccc1S(=O)(=O)NCCOc1ccccc1. RXN SMILES: [C:11](=[O:12])([OH:13])[O-:14].[CH2:29]([Cl:30])[Cl:31].[K+:15].[N+:16](=[O:17])([O-:18])[c:19]1[c:20]([S:25](=[O:26])(=[O:27])[Cl:28])[cH:21][cH:22][cH:23][cH:24]1.[O:1]([c:2]1[cH:3][cH:4][cH:5][cH:6][cH:7]1)[CH2:8][CH2:9][NH2:10]>>[O:1]([c:2]1[cH:3][cH:4][cH:5][cH:6][cH:7]1)[CH2:8][CH2:9][NH:10][S:25]([c:20]1[c:19]([N+:16](=[O:17])[O-:18])[cH:24][cH:23][cH:22][cH:21]1)(=[O:26])=[O:27].